This data is from the Open Reaction Database (ORD), a public repository of structured organic reaction records. The task is: describe an organic reaction: reactants, conditions, products, and yield Starting materials: CC1(C)OCC(CO)O1, ClCCl, O, Cc1ccc(S(=O)(=O)Cl)cc1. Product: Cc1ccc(S(=O)(=O)OCC2COC(C)(C)O2)cc1. RXN SMILES: [CH3:1][C:2]1([CH3:9])[O:3][CH2:4][CH:5]([CH2:7][OH:8])[O:6]1.[Cl:10][CH2:11][Cl:12].[OH2:24].[c:13]1([CH3:23])[cH:14][cH:15][c:16]([S:19](=[O:20])(=[O:21])[Cl:22])[cH:17][cH:18]1>>[CH3:1][C:2]1([CH3:9])[O:3][CH2:4][CH:5]([CH2:7][O:8][S:19]([c:16]2[cH:15][cH:14][c:13]([CH3:23])[cH:18][cH:17]2)(=[O:20])=[O:21])[O:6]1.